From a dataset of the Open Reaction Database (ORD), a public repository of structured organic reaction records. describe an organic reaction: reactants, conditions, products, and yield Reactants: C=Cc1cc(C(C)NC(=O)OC(C)(C)C)ccc1NS(=O)(=O)C=C, ClCCl, O=C(O)C(F)(F)F. Product: C=Cc1cc(C(C)N)ccc1NS(=O)(=O)C=C. As a reaction SMILES: [C:1]([O:2][C:3](=[O:4])[NH:7][CH:8]([CH3:9])[c:10]1[cH:11][c:12]([CH:22]=[CH2:23])[c:13]([NH:16][S:17](=[O:18])(=[O:19])[CH:20]=[CH2:21])[cH:14][cH:15]1)([CH3:5])([CH3:6])[CH3:24].[CH2:32]([Cl:33])[Cl:34].[F:25][C:26]([F:27])([F:28])[C:29]([OH:30])=[O:31]>>[NH2:7][CH:8]([CH3:9])[c:10]1[cH:11][c:12]([CH:22]=[CH2:23])[c:13]([NH:16][S:17](=[O:18])(=[O:19])[CH:20]=[CH2:21])[cH:14][cH:15]1.